From a dataset of the Open Reaction Database (ORD), a public repository of structured organic reaction records. describe an organic reaction: reactants, conditions, products, and yield Starting materials: CC(C)(C)OC(=O)c1ccc(Br)cc1NC(=O)c1ccccc1, CC(C)c1cc(C(C)C)c(-c2ccccc2P(C(C)(C)C)C(C)(C)C)c(C(C)C)c1, CC(=O)[O-], CC(=O)[O-], COc1cccc(O)c1, CCOC(C)=O, Cc1ccccc1, [K+], [K+], [K+], O=C(O)CC(O)(CC(=O)O)C(=O)O, O=P([O-])([O-])[O-], [Pd+2]. Product: COc1cccc(Oc2ccc(C(=O)OC(C)(C)C)c(NC(=O)c3ccccc3)c2)c1. RXN SMILES: [C:1]([c:2]1[cH:3][cH:4][cH:5][cH:6][cH:7]1)(=[O:8])[NH:9][c:10]1[c:11]([C:12](=[O:13])[O:14][C:15]([CH3:16])([CH3:17])[CH3:18])[cH:19][cH:20][c:21]([Br:23])[cH:22]1.[C:33]([P:34]([C:35]([CH3:36])([CH3:37])[CH3:38])[c:39]1[cH:40][cH:41][cH:42][cH:43][c:44]1-[c:45]1[c:46]([CH:47]([CH3:48])[CH3:49])[cH:50][c:51]([CH:52]([CH3:53])[CH3:54])[cH:55][c:56]1[CH:57]([CH3:58])[CH3:59])([CH3:60])([CH3:61])[CH3:62].[C:84]([O-:85])(=[O:86])[CH3:87].[C:89]([O-:90])(=[O:91])[CH3:92].[CH3:24][O:25][c:26]1[cH:27][cH:28][cH:29][c:30]([OH:31])[cH:32]1.[CH3:93][CH2:94][O:95][C:96](=[O:97])[CH3:98].[CH3:99][c:100]1[cH:101][cH:102][cH:103][cH:104][cH:105]1.[K+:68].[K+:69].[K+:70].[OH:71][C:72]([CH2:73][C:74]([C:75](=[O:76])[OH:77])([CH2:78][C:79](=[O:80])[OH:81])[OH:82])=[O:83].[P:63]([O-:64])([O-:65])([O-:66])=[O:67].[Pd+2:88]>>[C:1]([c:2]1[cH:3][cH:4][cH:5][cH:6][cH:7]1)(=[O:8])[NH:9][c:10]1[c:11]([C:12](=[O:13])[O:14][C:15]([CH3:16])([CH3:17])[CH3:18])[cH:19][cH:20][c:21]([O:31][c:30]2[cH:29][cH:28][cH:27][c:26]([O:25][CH3:24])[cH:32]2)[cH:22]1. Starting materials: CCC1(CC(=O)OC)OCC(Cc2ccccc2)c2c1[nH]c1ccccc21, CCO, [Na+], [OH-]. Product: CCC1(CC(=O)O)OCC(Cc2ccccc2)c2c1[nH]c1ccccc21. RXN SMILES: [CH3:1][O:2][C:3]([CH2:4][C:5]1([CH2:25][CH3:26])[O:6][CH2:7][CH:8]([CH2:18][c:19]2[cH:20][cH:21][cH:22][cH:23][cH:24]2)[c:9]2[c:10]1[nH:11][c:12]1[cH:13][cH:14][cH:15][cH:16][c:17]21)=[O:27].[CH3:30][CH2:31][OH:32].[Na+:29].[OH-:28]>>[O:2]=[C:3]([CH2:4][C:5]1([CH2:25][CH3:26])[O:6][CH2:7][CH:8]([CH2:18][c:19]2[cH:20][cH:21][cH:22][cH:23][cH:24]2)[c:9]2[c:10]1[nH:11][c:12]1[cH:13][cH:14][cH:15][cH:16][c:17]21)[OH:27]. Starting materials: C(C)OC(=O)[C@H]1O[C@@H]1C(N[C@H](C(NCC#C)=O)CC=1N=CSC1)=O ((2S,3S)-ethyl-3-((S)-1-oxo-1-(prop-2-ynylamino)-3-(thiazol-4-yl)propan-2-ylcarbamoyl)oxirane-2-carboxylate), N(=[N+]=[N-])C1=CC=C(N)C=C1 (4-azidoaniline), CCCC[Sn](CCCC)(CCCC)OC(=O)C (TBTA). Reagents/catalysts: [O-]S(=O)(=O)[O-].[Cu+2] (CuSO4). Run in CC(C)(C)O.CCO.O (t-BuOH EtOH H2O). The product is C(C)OC(=O)[C@H]1O[C@@H]1C(N[C@H](C(=O)NCC=1N=NN(C1)C1=CC=C(C=C1)N)CC=1N=CSC1)=O ((2S,3S)-ethyl-3-((S)-1-((1-(4-aminophenyl)-1H-1,2,3-triazol-4-yl)methylamino)-1-oxo-3-(thiazol-4-yl)propan-2-ylcarbamoyl)oxirane-2-carboxylate). The yield is 85.8%. As a reaction SMILES: [CH2:1]([O:3][C:4]([C@@H:6]1[C@@H:8]([C:9](=[O:24])[NH:10][C@@H:11]([CH2:18][C:19]2[N:20]=[CH:21][S:22][CH:23]=2)[C:12](=[O:17])[NH:13][CH2:14][C:15]#[CH:16])[O:7]1)=[O:5])[CH3:2].[N:25]([C:28]1[CH:34]=[CH:33][C:31]([NH2:32])=[CH:30][CH:29]=1)=[N+:26]=[N-:27].CCCC[Sn](OC(C)=O)(CCCC)CCCC>CC(O)(C)C.CCO.O.[O-]S([O-])(=O)=O.[Cu+2]>[CH2:1]([O:3][C:4]([C@@H:6]1[C@@H:8]([C:9](=[O:24])[NH:10][C@@H:11]([CH2:18][C:19]2[N:20]=[CH:21][S:22][CH:23]=2)[C:12]([NH:13][CH2:14][C:15]2[N:27]=[N:26][N:25]([C:28]3[CH:34]=[CH:33][C:31]([NH2:32])=[CH:30][CH:29]=3)[CH:16]=2)=[O:17])[O:7]1)=[O:5])[CH3:2] |f:3.4.5,6.7|. Reported procedure: The general click procedure was used substituting the following quantities using: 37 (29.5 mg, 0.084 mmol); 4-azidoaniline (11.3 mg, 0.084 mmol); CuSO4 (3.0 mg, 0.02 mmol); NaAsc (7.0 mg, 0.03 mmol); TBTA (5.0 mg, 0.009 mmol); in t-BuOH/EtOH/H2O (2:1:0.5); afforded 48 as a white solid (35 mg, 85.9%). 1H NMR (400 MHz, CDCl3): d=8.73 (s, 1H); 8.18 (bs, 1H); 7.86 (s, 1H); 7.85-7.83 (d, 1H, J=8.17 Hz); 7.46-7.35 (d, 2H, J=8.58 Hz); 7.06 (s, 1H); 6.80-6.78 (d, 2H, J=8.62 Hz), 4.78-4.77 (q, 1H): 4.48-... The reactants are O=C([O-])[O-], CC(=O)C1CCCCC1=O, CN(C)CCN, CN(C)C=O, [Cs+], [Cs+], [Cu]I, COC(=O)c1ccc(I)cc1. Yields the product COC(=O)c1ccc(NCCN(C)C)cc1. Reaction SMILES: [C:18](=[O:19])([O-:20])[O-:21].[C:24]([CH:25]1[CH2:26][CH2:27][CH2:28][CH2:29][C:30]1=[O:31])(=[O:32])[CH3:33].[CH3:12][N:13]([CH2:14][CH2:15][NH2:16])[CH3:17].[CH3:34][N:35]([CH3:36])[CH:37]=[O:38].[Cs+:22].[Cs+:23].[Cu:39][I:40].[I:1][c:2]1[cH:3][cH:4][c:5]([C:6](=[O:7])[O:8][CH3:9])[cH:10][cH:11]1>>[c:2]1([NH:16][CH2:15][CH2:14][N:13]([CH3:12])[CH3:17])[cH:3][cH:4][c:5]([C:6](=[O:7])[O:8][CH3:9])[cH:10][cH:11]1. The reactants are C(C)(C)(C)C1=CC=C(C=C1)NC(C1=CN=C(C=C1)N1CCNCC1)=O (N-(4-tert-butyl-phenyl)-6-piperazin-1-yl-nicotinamide), COC(=O)[C@@H]1CC[C@H](CC1)C(=O)O (trans-1,4-cyclohexane dicarboxylic acid monomethyl ester), C(C)(C)(C)C=1C=C(C=CC1)NC(=O)C=1C=CC(=NC1)N1CCN(CC1)C(=O)C1CCC(CC1)C(=O)O (4-{4-[5-(3-tert-butyl-phenylcarbamoyl)-pyridin-2-yl]-piperazine-1-carbonyl}-cyclohexanecarboxylic acid). The product is COC(=O)C1CCC(CC1)C(=O)N1CCN(CC1)C1=NC=C(C=C1)C(NC1=CC=C(C=C1)C(C)(C)C)=O (4-{4-[5-(4-tert-Butyl-phenylcarbamoyl)-pyridin-2-yl]-piperazine-1-carbonyl}-cyclohexanecarboxylic acid methyl ester). Reaction SMILES: [C:1]([C:5]1[CH:10]=[CH:9][C:8]([NH:11][C:12](=[O:25])[C:13]2[CH:18]=[CH:17][C:16]([N:19]3[CH2:24][CH2:23][NH:22][CH2:21][CH2:20]3)=[N:15][CH:14]=2)=[CH:7][CH:6]=1)([CH3:4])([CH3:3])[CH3:2].[CH3:26][O:27][C:28]([C@H:30]1[CH2:35][CH2:34][C@H:33]([C:36](O)=[O:37])[CH2:32][CH2:31]1)=[O:29].C(C1C=C(NC(C2C=CC(N3CCN(C(C4CCC(C(O)=O)CC4)=O)CC3)=NC=2)=O)C=CC=1)(C)(C)C>>[CH3:26][O:27][C:28]([CH:30]1[CH2:35][CH2:34][CH:33]([C:36]([N:22]2[CH2:23][CH2:24][N:19]([C:16]3[CH:17]=[CH:18][C:13]([C:12](=[O:25])[NH:11][C:8]4[CH:7]=[CH:6][C:5]([C:1]([CH3:4])([CH3:2])[CH3:3])=[CH:10][CH:9]=4)=[CH:14][N:15]=3)[CH2:20][CH2:21]2)=[O:37])[CH2:32][CH2:31]1)=[O:29]. Procedure: 4-{4-[5-(4-tert-Butyl-phenylcarbamoyl)-pyridin-2-yl]-piperazine-1-carbonyl}-cyclohexanecarboxylic acid methyl ester was prepared from N-(4-tert-butyl-phenyl)-6-piperazin-1-yl-nicotinamide and trans-1,4-cyclohexane dicarboxylic acid monomethyl ester using a procedure similar to the one described in the synthesis of 4-{4-[5-(3-tert-butyl-phenylcarbamoyl)-pyridin-2-yl]-piperazine-1-carbonyl}-cyclohexanecarboxylic acid above. The product was isolated after silica gel column purification with 20-100%... Starting materials: CC(C)(C)C(=O)Oc3ccc2cc(c1cccc(F)c1)ccc2c3 (substrate), CC[Si](CC)(CC)B1OC(C)(C)C(C)(C)O1 (effective_coupling_partner). Reagents/catalysts: PCy3. Conditions: temperature 50 celsius, time 8.5 hour. Product: CC[Si](CC)(CC)c3ccc2cc(c1cccc(F)c1)ccc2c3.